From a dataset of the Open Reaction Database (ORD), a public repository of structured organic reaction records. describe an organic reaction: reactants, conditions, products, and yield Starting materials: BrCC(=O)C1=CC=C(C=C1)S(=O)(=O)NC(C)(C)C (4-(2-bromoacetyl)-N-tert-butylbenzenesulfonamide), NC(=S)N (thiourea), C(=O)(O)[O-].[Na+] (NaHCO3). Solvent: CCO (EtOH). Reaction conditions: temperature 70 celsius, time 30 minute. Product: NC=1SC=C(N1)C1=CC=C(C=C1)S(=O)(=O)NC(C)(C)C (4-(2-aminothiazol-4-yl)-N-tert-butylbenzenesulfonamide). RXN SMILES: Br[CH2:2][C:3]([C:5]1[CH:10]=[CH:9][C:8]([S:11]([NH:14][C:15]([CH3:18])([CH3:17])[CH3:16])(=[O:13])=[O:12])=[CH:7][CH:6]=1)=O.[NH2:19][C:20]([NH2:22])=[S:21].C([O-])(O)=O.[Na+]>CCO>[NH2:22][C:20]1[S:21][CH:2]=[C:3]([C:5]2[CH:10]=[CH:9][C:8]([S:11]([NH:14][C:15]([CH3:18])([CH3:17])[CH3:16])(=[O:13])=[O:12])=[CH:7][CH:6]=2)[N:19]=1 |f:2.3|. Reported procedure: To a solution of 4-(2-bromoacetyl)-N-tert-butylbenzenesulfonamide (8.71 g, 26.1 mmol) in EtOH (45 mL) was added thiourea (2.38 g, 31.3 mmol). The reaction mixture was heated to 70° C. for 15 h and poured into an aqueous solution of NaHCO3. The mixture was stirred for 30 min. The precipitate that formed was collected by filtration, washed with water, and dried under high vacuum to give 4-(2-aminothiazol-4-yl)-N-tert-butylbenzenesulfonamide. Reactants: [Si](C)(C)(C(C)(C)C)O[C@@H]1CC[C@H](CC1)N1C=NC(=C1)CO ([1-(trans-4-{[tert-Butyl(dimethyl)silyl]oxy}cyclohexyl)-1H-imidazol-4-yl]methanol), S(=S)(=O)([O-])[O-].[Na+].[Na+] (sodium thiosulfate), C([O-])(O)=O.[Na+] (sodium bicarbonate), II (iodine). Run in C1(=CC=CC=C1)C (toluene), O (water), C(Cl)Cl (methylene chloride). Reaction conditions: time 12 hour. The product is [Si](C)(C)(C(C)(C)C)O[C@@H]1CC[C@H](CC1)N1C=NC(=C1)C=O (1-(trans-4-{[tert-Butyl(dimethyl)silyl]oxy}cyclohexyl)-1H-imidazole-4-carbaldehyde). Yield: 99.9%. As a reaction SMILES: [Si:1]([O:8][C@H:9]1[CH2:14][CH2:13][C@H:12]([N:15]2[CH:19]=[C:18]([CH2:20][OH:21])[N:17]=[CH:16]2)[CH2:11][CH2:10]1)([C:4]([CH3:7])([CH3:6])[CH3:5])([CH3:3])[CH3:2].C(=O)(O)[O-].[Na+].II.S([O-])([O-])(=O)=S.[Na+].[Na+]>C1(C)C=CC=CC=1.C(Cl)Cl.O>[Si:1]([O:8][C@H:9]1[CH2:14][CH2:13][C@H:12]([N:15]2[CH:19]=[C:18]([CH:20]=[O:21])[N:17]=[CH:16]2)[CH2:11][CH2:10]1)([C:4]([CH3:7])([CH3:5])[CH3:6])([CH3:3])[CH3:2] |f:1.2,4.5.6|. Procedure: The compound (260 mg) obtained in Step 1 of this Reference Example was dissolved in toluene (10 mL) and methylene chloride (1 mL). To the solution, a solution of sodium bicarbonate (210 mg, 2.50 mmol) in water (8 mL), iodine (370 mg), and 2,2,6,6-tetramethyl-1-piperidinyloxy (15 mg) were added in this order, and the mixture was stirred at room temperature for 12 hours. To the reaction solution, saturated aqueous sodium thiosulfate was added, and organic matter was extracted with ethyl acetate. T... The reactants are O=C([O-])[O-], COC(=O)c1cc(Cl)nc(C(F)F)c1, Cc1ccccc1, CCOCC, CCC(C)N, [Cs+], [Cs+], CC(=O)[O-], CC(=O)[O-], [Pd+2], c1ccc(P(c2ccccc2)c2ccc3ccccc3c2-c2c(P(c3ccccc3)c3ccccc3)ccc3ccccc23)cc1. Yields the product CCC(C)Nc1cc(C(=O)OC)cc(C(F)F)n1. RXN SMILES: [C:61](=[O:62])([O-:63])[O-:64].[CH3:1][O:2][C:3]([c:4]1[cH:5][c:6]([Cl:13])[n:7][c:8]([CH:10]([F:11])[F:12])[cH:9]1)=[O:14].[CH3:72][c:73]1[cH:74][cH:75][cH:76][cH:77][cH:78]1.[CH3:79][CH2:80][O:81][CH2:82][CH3:83].[CH:67]([CH3:68])([CH2:69][CH3:70])[NH2:71].[Cs+:65].[Cs+:66].[O-:85][C:86]([CH3:87])=[O:88].[O-:89][C:90]([CH3:91])=[O:92].[Pd+2:84].[c:15]1([P:16]([c:17]2[cH:18][cH:19][cH:20][cH:21][cH:22]2)[c:23]2[cH:24][cH:25][c:26]3[c:27]([cH:28][cH:29][cH:30][cH:31]3)[c:32]2-[c:33]2[c:34]3[c:35]([cH:36][cH:37][cH:38][cH:39]3)[cH:40][cH:41][c:42]2[P:43]([c:44]2[cH:45][cH:46][cH:47][cH:48][cH:49]2)[c:50]2[cH:51][cH:52][cH:53][cH:54][cH:55]2)[cH:56][cH:57][cH:58][cH:59][cH:60]1>>[CH3:1][O:2][C:3]([c:4]1[cH:5][c:6]([NH:71][CH:67]([CH3:68])[CH2:69][CH3:70])[n:7][c:8]([CH:10]([F:11])[F:12])[cH:9]1)=[O:14]. The reactants are CO, COC(=O)C(CC(=O)N1CCC(N2Cc3ccccc3NC2=O)CC1)Cc1ccc(Cl)c(C(F)(F)F)c1, [Na+], [OH-], O. The product is O=C(O)C(CC(=O)N1CCC(N2Cc3ccccc3NC2=O)CC1)Cc1ccc(Cl)c(C(F)(F)F)c1. As a reaction SMILES: [CH3:40][OH:41].[Cl:3][c:4]1[c:5]([C:36]([F:37])([F:38])[F:39])[cH:6][c:7]([CH2:8][CH:9]([C:10](=[O:11])[O:12][CH3:13])[CH2:14][C:15]([N:16]2[CH2:17][CH2:18][CH:19]([N:22]3[C:23](=[O:32])[NH:24][c:25]4[cH:26][cH:27][cH:28][cH:29][c:30]4[CH2:31]3)[CH2:20][CH2:21]2)=[O:33])[cH:34][cH:35]1.[Na+:2].[OH-:1].[OH2:42]>>[Cl:3][c:4]1[c:5]([C:36]([F:37])([F:38])[F:39])[cH:6][c:7]([CH2:8][CH:9]([C:10](=[O:11])[OH:12])[CH2:14][C:15]([N:16]2[CH2:17][CH2:18][CH:19]([N:22]3[C:23](=[O:32])[NH:24][c:25]4[cH:26][cH:27][cH:28][cH:29][c:30]4[CH2:31]3)[CH2:20][CH2:21]2)=[O:33])[cH:34][cH:35]1. Reactants: C(C)OC(CC(CCC)N1C(NC2=C1C=CC=C2)=O)=O (3-(2-Oxo-2,3-dihydro-benzoimidazol-1-yl)-hexanoic acid ethyl ester), resin, C([O-])([O-])=O.[K+].[K+] (potassium carbonate), BrCC1=C(C=CC(=C1)C)C (2-bromomethyl-1,4-dimethyl-benzene). Reported procedure: 3-(2-Oxo-2,3-dihydro-benzoimidazol-1-yl)-hexanoic acid ethyl ester (40 mg, 0.145 mmol), prepared as described above, was dissolved in DMF (1 mL), and potassium carbonate (69 mg, 0.50 mmol) was added followed by 2-bromomethyl-1,4-dimethyl-benzene (56.3 mg, 0.28 mmol). The resulting mixture was heated at 80° C. for 4 h, cooled, filtered, and the solution was treated directly with the Amberlyst® resin (524 mg, 0.7 mmol). This reaction mixture was agitated overnight and the resin was then filtered a... The yield is 47.0%. Run in CN(C)C=O (DMF). RXN SMILES: C([O:3][C:4](=[O:20])[CH2:5][CH:6]([N:10]1[C:14]2[CH:15]=[CH:16][CH:17]=[CH:18][C:13]=2[NH:12][C:11]1=[O:19])[CH2:7][CH2:8][CH3:9])C.C(=O)([O-])[O-].[K+].[K+].Br[CH2:28][C:29]1[CH:34]=[C:33]([CH3:35])[CH:32]=[CH:31][C:30]=1[CH3:36]>CN(C=O)C>[CH3:36][C:30]1[CH:31]=[CH:32][C:33]([CH3:35])=[CH:34][C:29]=1[CH2:28][N:12]1[C:13]2[CH:18]=[CH:17][CH:16]=[CH:15][C:14]=2[N:10]([CH:6]([CH2:7][CH2:8][CH3:9])[CH2:5][C:4]([OH:3])=[O:20])[C:11]1=[O:19] |f:1.2.3|. Conditions: temperature 80 celsius, time 8 hour. Product: CC1=C(CN2C(N(C3=C2C=CC=C3)C(CC(=O)O)CCC)=O)C=C(C=C1)C (3-[3-(2,5-Dimethyl-benzyl)-2-oxo-2,3-dihydro-benzoimidazol-1-yl]-hexanoic acid).